This data is from the Open Reaction Database (ORD), a public repository of structured organic reaction records. The task is: describe an organic reaction: reactants, conditions, products, and yield The solvent is C(C)O (ethanol). Reaction conditions: temperature 90 celsius, time 1 hour. The reactants are CC1=CC=NC=2CC(CC(C12)=O)C=1SC(=CC1)C (4-methyl-7-(5-methyl-2-thienyl)-5,6,7,8-tetrahydroquinolin-5-one), C1(=CC=C(C=C1)S(=O)(=O)O)C.NNC(=N)NO (1-amino-3-hydroxyguanidine p-toluenesulfonate), Cl (hydrochloric acid). As a reaction SMILES: [CH3:1][C:2]1[C:11]2[C:10](=O)[CH2:9][CH:8]([C:13]3[S:14][C:15]([CH3:18])=[CH:16][CH:17]=3)[CH2:7][C:6]=2[N:5]=[CH:4][CH:3]=1.C1(C)C=CC(S(O)(=O)=O)=CC=1.[NH2:30][NH:31][C:32]([NH:34][OH:35])=[NH:33].[ClH:36]>C(O)C>[ClH:36].[OH:35][NH:34][C:32]([NH:31][N:30]=[C:10]1[CH2:9][CH:8]([C:13]2[S:14][C:15]([CH3:18])=[CH:16][CH:17]=2)[CH2:7][C:6]2[N:5]=[CH:4][CH:3]=[C:2]([CH3:1])[C:11]1=2)=[NH:33] |f:1.2,5.6|. Procedure details: A mixture of 4-methyl-7-(5-methyl-2-thienyl)-5,6,7,8-tetrahydroquinolin-5-one (257 mg), 1-amino-3-hydroxyguanidine p-toluenesulfonate (285 mg) and concentrated hydrochloric acid (0.2 ml) in ethanol (3 ml) was stirred at 90° C. (bath temperature) for 1 hour. The reaction solution was concentrated under reduced pressure, and to the residue were added ethyl acetate (30 ml), tetrahydrofuran (20 ml) and 0.2 N sodium hydroxide (20 ml). The mixture was shaken, and the separated upper layer was washed w... Product: Cl.ONC(=N)NN=C1C=2C(=CC=NC2CC(C1)C=1SC(=CC1)C)C (5-(1-hydroxyguanidin-3-yl)imino-4-methyl-7-(5-methyl-2-thienyl)-5,6,7,8-tetrahydroquinoline hydrochloride). Starting materials: C(C=C)C1=C(C=CC=C1)CC (1-allyl-2-ethylbenzene), CO (CH3OH). Solvent: C(Cl)Cl (CH2Cl2). Conditions: time 1 hour. Yields the product C(C)C1=C(C=CC=C1)CC=O ((2-ethylphenyl) acetaldehyde). RXN SMILES: [CH2:1]([C:4]1[CH:9]=[CH:8][CH:7]=[CH:6][C:5]=1[CH2:10][CH3:11])[CH:2]=C.C[OH:13]>C(Cl)Cl>[CH2:10]([C:5]1[CH:6]=[CH:7][CH:8]=[CH:9][C:4]=1[CH2:1][CH:2]=[O:13])[CH3:11]. Procedure details: A solution of 54.05 g of the crude 1-allyl-2-ethylbenzene in 500 mL of 1:1 CH2Cl2 --CH3OH was cooled to -78° C. A stream of O3 was bubbled through the solution for 3 h, until all of the starting material had disappeared. Then a stream of air was bubbled through the solution until the blue color had faded. A total of 25 mL of methyl sulfide was added and the solution was stirred at room temperature for 1 h. The solution was concentrated and dried under vacuum to afford (2-ethylphenyl) acetaldehyd...